From a dataset of the Open Reaction Database (ORD), a public repository of structured organic reaction records. describe an organic reaction: reactants, conditions, products, and yield The reactants are COC=1C=C2C(=CC=NC2=CC1OC)OC1=CC=C(N)C=C1 (4-[(6,7-Dimethoxy-4-quinolyl)oxy]aniline), S(=O)(Cl)Cl (thionyl chloride), CC1=CC=C(S1)C(=O)O (5-methyl-2-thiophenecarboxylic acid), CC1=CC=C(S1)C(=O)N=C=S (5-methyl-2-thiophenecarbonyl isothiocyanate), CC1=CC=C(S1)C(=O)Cl (5-methyl-2-thiophenecarbonyl chloride). The solvent is C1(=CC=CC=C1)C (toluene), C(C)O (ethanol), C1(=CC=CC=C1)C (Toluene), C(C)O (ethanol). Conditions: temperature 100 celsius, time 2 hour. The product is COC=1C=C2C(=CC=NC2=CC1OC)OC1=CC=C(C=C1)NC(=S)NC(=O)C=1SC(=CC1)C (N-{4-[(6,7-Dimethoxy-4-quinolyl)oxy]phenyl}-N′-[(5-methyl-2-thienyl)carbonyl]thiourea). Isolated yield 52.0%. RXN SMILES: S(Cl)(Cl)=O.CC1SC(C(O)=O)=CC=1.CC1SC(C(Cl)=O)=CC=1.[CH3:23][O:24][C:25]1[CH:26]=[C:27]2[C:32](=[CH:33][C:34]=1[O:35][CH3:36])[N:31]=[CH:30][CH:29]=[C:28]2[O:37][C:38]1[CH:44]=[CH:43][C:41]([NH2:42])=[CH:40][CH:39]=1.[CH3:45][C:46]1[S:50][C:49]([C:51]([N:53]=[C:54]=[S:55])=[O:52])=[CH:48][CH:47]=1>C1(C)C=CC=CC=1.C(O)C>[CH3:23][O:24][C:25]1[CH:26]=[C:27]2[C:32](=[CH:33][C:34]=1[O:35][CH3:36])[N:31]=[CH:30][CH:29]=[C:28]2[O:37][C:38]1[CH:44]=[CH:43][C:41]([NH:42][C:54]([NH:53][C:51]([C:49]2[S:50][C:46]([CH3:45])=[CH:47][CH:48]=2)=[O:52])=[S:55])=[CH:40][CH:39]=1. Procedure details: Toluene (20 ml) and thionyl chloride (1 ml) were added to commercially available 5-methyl-2-thiophenecarboxylic acid (80 mg), and the mixture was heated at 100° C. for one hr. The solvent was removed by distillation, and 5-methyl-2-thiophenecarbonyl isothiocyanate was prepared using the resultant 5-methyl-2-thiophenecarbonyl chloride as a starting compound according to the description of the literature. 4-[(6,7-Dimethoxy-4-quinolyl)oxy]aniline (50 mg) was dissolved in toluene (5 ml) and ethanol ... Reactants: C(C1=CC=CC=C1)OC=1C=C(NC=C2C(OC(OC2=O)(C)C)=O)C=CC1OC (5-((3-Benzyloxy-4-methoxyanilino)methylene)-2,2-dimethyl-1,3-dioxane-4,6-dione). Solvent: C1(=CC=CC=C1)OC1=CC=CC=C1 (phenyl ether), petroleum ether. Run at temperature 45 celsius. Product: C(C1=CC=CC=C1)OC1=C(C=C2C(C=CNC2=C1)=O)OC (7-benzyloxy-6-methoxy-1,4-dihydroquinolin-4-one). The yield is 82.0%. Reaction SMILES: [CH2:1]([O:8][C:9]1[CH:10]=[C:11]([CH:24]=[CH:25][C:26]=1[O:27][CH3:28])[NH:12][CH:13]=[C:14]1[C:19](=[O:20])OC(C)(C)OC1=O)[C:2]1[CH:7]=[CH:6][CH:5]=[CH:4][CH:3]=1>C1(OC2C=CC=CC=2)C=CC=CC=1>[CH2:1]([O:8][C:9]1[CH:10]=[C:11]2[C:24]([C:19](=[O:20])[CH:14]=[CH:13][NH:12]2)=[CH:25][C:26]=1[O:27][CH3:28])[C:2]1[CH:3]=[CH:4][CH:5]=[CH:6][CH:7]=1. Reported procedure: 5-((3-Benzyloxy-4-methoxyanilino)methylene)-2,2-dimethyl-1,3-dioxane-4,6-dione (10 g, 26 mmol) was rapidly added to phenyl ether (150 ml) heated at reflux. The mixture maintained a vigorous reflux for 5 minutes, and was allowed to cool to 45° C. then poured into petroleum ether. The resulting solid was collected by filtration and purified by column chromatography eluting with methylene chloride/methanol (95/5 followed by 90/10 and 85/5) to give 7-benzyloxy-6-methoxy-1,4-dihydroquinolin-4-one (6 ... The reactants are CCOCC, CN(C)C=O, CCOC(C)=O, CCCC[Sn](CCCC)(CCCC)c1c(OC(C)C)c(=O)c1=O, [I-], COc1ccc(I)cc1. The product is COc1ccc(-c2c(OC(C)C)c(=O)c2=O)cc1. Reaction SMILES: [CH2:34]([O:35][CH2:36][CH3:37])[CH3:38].[CH3:39][N:40]([CH3:41])[CH:42]=[O:43].[CH3:44][CH2:45][O:46][C:47](=[O:48])[CH3:49].[CH:1]([CH3:2])([CH3:3])[O:4][c:5]1[c:6](=[O:23])[c:7](=[O:22])[c:8]1[Sn:9]([CH2:10][CH2:11][CH2:12][CH3:13])([CH2:14][CH2:15][CH2:16][CH3:17])[CH2:18][CH2:19][CH2:20][CH3:21].[I-:33].[I:24][c:25]1[cH:26][cH:27][c:28]([O:31][CH3:32])[cH:29][cH:30]1>>[CH:1]([CH3:2])([CH3:3])[O:4][c:5]1[c:6](=[O:23])[c:7](=[O:22])[c:8]1-[c:25]1[cH:26][cH:27][c:28]([O:31][CH3:32])[cH:29][cH:30]1.